Dataset: the Open Reaction Database (ORD), a public repository of structured organic reaction records. Task: describe an organic reaction: reactants, conditions, products, and yield The reactants are Cn1ncc(Br)c1-c1cc(C(=O)NC(CN(C(=O)[O-])C(C)(C)C)c2ccccc2)sc1Cl, ClCCl, Cl, C1COCCO1. Yields the product Cn1ncc(Br)c1-c1cc(C(=O)NC(CN)c2ccccc2)sc1Cl. As a reaction SMILES: [CH3:1][C:2]([N:5]([C:3](=[O:4])[O-:6])[CH2:9][CH:10]([c:11]1[cH:12][cH:13][cH:14][cH:15][cH:16]1)[NH:17][C:18](=[O:19])[c:20]1[s:21][c:22]([Cl:32])[c:23](-[c:25]2[c:26]([Br:31])[cH:27][n:28][n:29]2[CH3:30])[cH:24]1)([CH3:7])[CH3:8].[Cl:40][CH2:41][Cl:42].[ClH:33].[O:34]1[CH2:35][CH2:36][O:37][CH2:38][CH2:39]1>>[NH2:5][CH2:9][CH:10]([c:11]1[cH:12][cH:13][cH:14][cH:15][cH:16]1)[NH:17][C:18](=[O:19])[c:20]1[s:21][c:22]([Cl:32])[c:23](-[c:25]2[c:26]([Br:31])[cH:27][n:28][n:29]2[CH3:30])[cH:24]1. Product: CC(C)=CCCC(C)CCO. The reactants are CC(CC=O)CCCC(C)(C)O, CC(C)=CCCC(C)=CCO, CC(C)=CCCC(C)=CCO, C=C1CCC2CC1C2(C)C, C=CC(=C)CCC=C(C)C, Cl, CC(=CCCC(C)CCO)CO. As a reaction SMILES: [CH3:13][CH:14]([CH2:15][CH:16]=[O:17])[CH2:18][CH2:19][CH2:20][C:21]([OH:22])([CH3:23])[CH3:24].[CH3:25][C:26](=[CH:27][CH2:28][CH2:29][C:30](=[CH:31][CH2:32][OH:33])[CH3:34])[CH3:35].[CH3:36][C:37](=[CH:38][CH2:39][CH2:40][C:41](=[CH:42][CH2:43][OH:44])[CH3:45])[CH3:46].[CH3:47][C:48]1([CH3:56])[CH:49]2[CH2:50][CH:51]1[CH2:52][CH2:53][C:54]2=[CH2:55].[CH3:57][C:58](=[CH:59][CH2:60][CH2:61][C:62]([CH:63]=[CH2:64])=[CH2:65])[CH3:66].[ClH:67].[OH:1][CH2:2][C:3]([CH3:4])=[CH:5][CH2:6][CH2:7][CH:8]([CH3:9])[CH2:10][CH2:11][OH:12]>>[CH3:2][C:3]([CH3:4])=[CH:5][CH2:6][CH2:7][CH:8]([CH3:9])[CH2:10][CH2:11][OH:12]. Reactants: CO, Nc1cc2c(cc1[N+](=O)[O-])CCC2, [O-][n+]1nc(NCCCCN2CCOCC2)nc2cc3c(cc21)CCC3. Product: [O-][n+]1nc(NCCCCN2CCOCC2)[n+]([O-])c2cc3c(cc21)CCC3. As a reaction SMILES: [CH3:39][OH:40].[N+:26](=[O:27])([c:28]1[cH:29][c:30]2[c:31]([cH:35][c:36]1[NH2:37])[CH2:32][CH2:33][CH2:34]2)[O-:38].[O:1]1[CH2:2][CH2:3][N:4]([CH2:7][CH2:8][CH2:9][CH2:10][NH:11][c:12]2[n:13][n+:14]([O-:25])[c:15]3[c:16]([n:17]2)[cH:18][c:19]2[c:23]([cH:24]3)[CH2:22][CH2:21][CH2:20]2)[CH2:5][CH2:6]1>>[O:1]1[CH2:2][CH2:3][N:4]([CH2:7][CH2:8][CH2:9][CH2:10][NH:11][c:12]2[n:13][n+:14]([O-:25])[c:15]3[c:16]([n+:17]2[O-:27])[cH:18][c:19]2[c:23]([cH:24]3)[CH2:22][CH2:21][CH2:20]2)[CH2:5][CH2:6]1. Reactants: BrB(Br)Br, O=C([O-])O, ClCCl, COc1ccc(-c2c(C)c(=O)cc(-c3ccccc3)n2-c2ccccc2)cc1, [Na+], O. The product is Cc1c(-c2ccc(O)cc2)n(-c2ccccc2)c(-c2ccccc2)cc1=O. RXN SMILES: [B:29]([Br:30])([Br:31])[Br:32].[C:34](=[O:35])([O-:36])[OH:37].[CH2:39]([Cl:40])[Cl:41].[CH3:1][O:2][c:3]1[cH:4][cH:5][c:6](-[c:9]2[n:10](-[c:23]3[cH:24][cH:25][cH:26][cH:27][cH:28]3)[c:11](-[c:17]3[cH:18][cH:19][cH:20][cH:21][cH:22]3)[cH:12][c:13](=[O:16])[c:14]2[CH3:15])[cH:7][cH:8]1.[Na+:38].[OH2:33]>>[OH:2][c:3]1[cH:4][cH:5][c:6](-[c:9]2[n:10](-[c:23]3[cH:24][cH:25][cH:26][cH:27][cH:28]3)[c:11](-[c:17]3[cH:18][cH:19][cH:20][cH:21][cH:22]3)[cH:12][c:13](=[O:16])[c:14]2[CH3:15])[cH:7][cH:8]1. The reactants are [Br-], Cc1c(C=O)oc2ccc(N3CCOCC3)cc12, [Mg+]C1CCCCC1, C1CCOC1. The product is Cc1c(C(O)C2CCCCC2)oc2ccc(N3CCOCC3)cc12. RXN SMILES: [Br-:19].[CH3:1][c:2]1[c:3]([CH:17]=[O:18])[o:4][c:5]2[c:6]1[cH:7][c:8]([N:11]1[CH2:12][CH2:13][O:14][CH2:15][CH2:16]1)[cH:9][cH:10]2.[CH:20]1([Mg+:26])[CH2:21][CH2:22][CH2:23][CH2:24][CH2:25]1.[O:27]1[CH2:28][CH2:29][CH2:30][CH2:31]1>>[CH3:1][c:2]1[c:3]([CH:17]([OH:18])[CH:20]2[CH2:21][CH2:22][CH2:23][CH2:24][CH2:25]2)[o:4][c:5]2[c:6]1[cH:7][c:8]([N:11]1[CH2:12][CH2:13][O:14][CH2:15][CH2:16]1)[cH:9][cH:10]2. Reactants: O (water), C(C)(=O)OC1=C(C(=C(C=C1CC)O)C(C)=O)C (3-acetyl-6-ethyl4-hydroxy-2-methylphenyl acetate), C1(CCC1)=O (cyclobutanone), N1CCCC1 (pyrrolidine). The solvent is C1(=CC=CC=C1)C (toluene). Product: C(C)C1=C(C(=C2C(CC3(CCC3)OC2=C1)=O)C)O (7-ethyl-6-hydroxy-5-methylspiro[chroman-2,1′-cyclobutan]-4-one). The yield is 15.2%. RXN SMILES: C([O:4][C:5]1[C:10]([CH2:11][CH3:12])=[CH:9][C:8]([OH:13])=[C:7]([C:14](=[O:16])[CH3:15])[C:6]=1[CH3:17])(=O)C.[C:18]1(=O)[CH2:21][CH2:20][CH2:19]1.N1CCCC1.O>C1(C)C=CC=CC=1>[CH2:11]([C:10]1[CH:9]=[C:8]2[C:7]([C:14](=[O:16])[CH2:15][C:18]3([O:13]2)[CH2:21][CH2:20][CH2:19]3)=[C:6]([CH3:17])[C:5]=1[OH:4])[CH3:12]. Procedure details: A mixture of 3-acetyl-6-ethyl4-hydroxy-2-methylphenyl acetate (5.18 g), cyclobutanone (4.5 g) and pyrrolidine (1.5 mL) in toluene (50 mL) was stirred at refluxing temperature with a Dean Stark. After 8 hours it was poured into water and the toluene was separated, dried, and evaporated. The residue was dissolved in MeOH (50 mL) with LiOH (2 g), stirred at room temperature for 3 hours, poured into water, and extracted with ethyl acetate. The ethyl acetate was washed, dried, and evaporated. The res... Reactants: CC(C)c1ccc(C(=O)O)cc1, [K+], [K+], O=[Mn](=O)(=O)[O-], [OH-], O, OCC(O)CO. Product: CC(C)(O)c1ccc(C(=O)O)cc1. As a reaction SMILES: [CH:1]([CH3:2])([CH3:3])[c:4]1[cH:5][cH:6][c:7]([C:8](=[O:9])[OH:10])[cH:11][cH:12]1.[K+:18].[K+:26].[Mn:13](=[O:14])([O-:15])(=[O:16])=[O:17].[OH-:25].[OH2:27].[OH:19][CH2:20][CH:21]([CH2:22][OH:23])[OH:24]>>[C:1]([CH3:2])([CH3:3])([c:4]1[cH:5][cH:6][c:7]([C:8](=[O:9])[OH:10])[cH:11][cH:12]1)[OH:14].